From a dataset of the Open Reaction Database (ORD), a public repository of structured organic reaction records. describe an organic reaction: reactants, conditions, products, and yield Starting materials: BrC1=C(C(=CC=C1F)[N+](=O)[O-])NC1=NC=CC=C1 ((2-Bromo-3-fluoro-6-nitro-phenyl)-pyridin-2-yl-amine), [Cl-].[NH4+] (ammonium chloride). Reagents/catalysts: [Fe] (iron). Run in CO (methanol), O (water). Yields the product BrC1=C(C(=CC=C1F)N)NC1=NC=CC=C1 (3-Bromo-4-fluoro-N2-pyridin-2-yl-benzene-1,2-diamine). Yield: 75.1%. As a reaction SMILES: [Br:1][C:2]1[C:7]([F:8])=[CH:6][CH:5]=[C:4]([N+:9]([O-])=O)[C:3]=1[NH:12][C:13]1[CH:18]=[CH:17][CH:16]=[CH:15][N:14]=1.[Cl-].[NH4+]>CO.O.[Fe]>[Br:1][C:2]1[C:7]([F:8])=[CH:6][CH:5]=[C:4]([NH2:9])[C:3]=1[NH:12][C:13]1[CH:18]=[CH:17][CH:16]=[CH:15][N:14]=1 |f:1.2|. Procedure: (2-Bromo-3-fluoro-6-nitro-phenyl)-pyridin-2-yl-amine (3.68 g, 11.8 mmol), iron powder (2.63 g, 47.2 mmol), and ammonium chloride (3.63 g, 70.7 mmol) in methanol (40 mL) and water (15 mL) were heated at 90° C. for 1.5 h. The reaction mixture was filtered and the filtrate concentrated in vacuo. The residue was dissolved in water and extracted with EtOAc (3×40 mL). The combined organic extracts were washed with brine, dried (MgSO4) and concentrated in vacuo. The resultant residue was subjected to f... The reactants are COc1c(C(C)(C)C)ccc(C=CC(C)=O)c1O[SiH](C)C, CCOCC, C1CCOC1, CC(=O)Cl, CCCCCC, CC(C)[N-]C(C)C, [Li+]. The product is COc1c(C(C)(C)C)ccc(C=CC(=O)CC(C)=O)c1O[SiH](C)C. Reaction SMILES: [C:1]([CH3:2])([CH3:3])([CH3:4])[c:5]1[c:6]([O:20][CH3:21])[c:7]([O:16][SiH:17]([CH3:18])[CH3:19])[c:8]([CH:11]=[CH:12][C:13]([CH3:14])=[O:15])[cH:9][cH:10]1.[CH2:40]([O:41][CH2:42][CH3:43])[CH3:44].[CH2:45]1[O:46][CH2:47][CH2:48][CH2:49]1.[CH3:30][C:31]([Cl:32])=[O:33].[CH3:34][CH2:35][CH2:36][CH2:37][CH2:38][CH3:39].[CH:22]([N-:23][CH:24]([CH3:25])[CH3:26])([CH3:27])[CH3:28].[Li+:29]>>[C:1]([CH3:2])([CH3:3])([CH3:4])[c:5]1[c:6]([O:20][CH3:21])[c:7]([O:16][SiH:17]([CH3:18])[CH3:19])[c:8]([CH:11]=[CH:12][C:13]([CH2:14][C:31]([CH3:30])=[O:33])=[O:15])[cH:9][cH:10]1. The reactants are ClC=1C(=C(C(=C(C=O)C1C)O)C(CC)O)O (5-chloro-2,4-dihydroxy-3-(1-hydroxypropyl)-6-methylbenzaldehyde), ClC=1C(=C(C(=C(C=O)C1C)O)C(CCCC)O)O (5-chloro-2,4-dihydroxy-3-(1-hydroxypentyl)-6-methylbenzaldehyde), ClC=1C(=C(C(=C(C=O)C1C)O)C(CCCCCC)O)O (5-chloro-2,4-dihydroxy-3-(1-hydroxyheptyl)-6-methylbenzaldehyde), ClC=1C(=C(C(=C(C=O)C1C)O)C(CCCCCCCC)O)O (5-chloro-2,4-dihydroxy-3-(1-hydroxynonyl)-6-methylbenzaldehyde), ClC=1C(=C(C(=C(C=O)C1C)O)C(CCCCCCCCC)O)O (5-chloro-2,4-dihydroxy-3-(1-hydroxydecyl)-6-methylbenzaldehyde). The product is ClC=1C(=C(C(=C(C=O)C1C)O)C(CCCCCCCCCCC)O)O (5-Chloro-2,4-dihydroxy-3-(1-hydroxydodecyl)-6-methylbenzaldehyde). Reaction SMILES: [Cl:1][C:2]1[C:3]([OH:16])=[C:4]([CH:12]([OH:15])[CH2:13][CH3:14])[C:5]([OH:11])=[C:6]([C:9]=1[CH3:10])[CH:7]=[O:8].Cl[C:18]1[C:19](O)=[C:20]([CH:28](O)[CH2:29][CH2:30][CH2:31]C)C(O)=[C:22]([C:25]=1C)C=O.ClC1C(O)=C(C(O)CCCCCC)C(O)=C(C=1C)C=O.ClC1C(O)=C(C(O)CCCCCCCC)C(O)=C(C=1C)C=O.ClC1C(O)=C(C(O)CCCCCCCCC)C(O)=C(C=1C)C=O>>[Cl:1][C:2]1[C:3]([OH:16])=[C:4]([CH:12]([OH:15])[CH2:13][CH2:14][CH2:22][CH2:25][CH2:18][CH2:19][CH2:20][CH2:28][CH2:29][CH2:30][CH3:31])[C:5]([OH:11])=[C:6]([C:9]=1[CH3:10])[CH:7]=[O:8]. Reported procedure: In addition to this compound, 5-chloro-2,4-dihydroxy-3-(1-hydroxypropyl)-6-methylbenzaldehyde (196-3), 5-chloro-2,4-dihydroxy-3-(1-hydroxypentyl)-6-methylbenzaldehyde (196-5), 5-chloro-2,4-dihydroxy-3-(1-hydroxyheptyl)-6-methylbenzaldehyde (196-7), 5-chloro-2,4-dihydroxy-3-(1-hydroxynonyl)-6-methylbenzaldehyde (196-9) and 5-chloro-2,4-dihydroxy-3-(1-hydroxydecyl)-6-methylbenzaldehyde (196-10) were synthesized by the same reaction with the use of respective corresponding starting raw materials. Starting materials: [Al+3], C1CCOC1, CCOCC, [Cl-], CCOC(=O)Cl, NCCc1c(Cl)cccc1Cl, [H-], [H-], [H-], [H-], [Li+], [NH4+], [Na+], [OH-], O. Yields the product CNCCc1c(Cl)cccc1Cl. RXN SMILES: [Al+3:21].[CH2:28]1[O:29][CH2:30][CH2:31][CH2:32]1.[CH3:33][CH2:34][O:35][CH2:36][CH3:37].[Cl-:18].[Cl:12][C:13]([O:14][CH2:15][CH3:16])=[O:17].[Cl:1][c:2]1[c:3]([CH2:9][CH2:10][NH2:11])[c:4]([Cl:8])[cH:5][cH:6][cH:7]1.[H-:20].[H-:23].[H-:24].[H-:25].[Li+:22].[NH4+:19].[Na+:27].[OH-:26].[OH2:38]>>[Cl:1][c:2]1[c:3]([CH2:9][CH2:10][NH:11][CH3:13])[c:4]([Cl:8])[cH:5][cH:6][cH:7]1.